Dataset: the Open Reaction Database (ORD), a public repository of structured organic reaction records. Task: describe an organic reaction: reactants, conditions, products, and yield Starting materials: C1=CCC(CC1)C=CC(C(C(=O)OC)=CNC1=CC=C(C=C1)O)=O (methyl 5-(cyclohexen-4-yl)-2-(4-hydroxyphenylaminomethylene)-3-oxo-4-pentenoate). Run in CN(C=O)C (N,N-dimethylformamide). The product is C1=CCC(CC1)C1N(C=C(C(=O)OC)C(C1)=O)C1=CC=C(C=C1)O (methyl 6-(cyclohexen-4-yl)-1-(4-hydroxyphenyl)-4-oxo-1,4,5,6-tetrahydronicotinate). Yield: 70.0%. As a reaction SMILES: [CH:1]1[CH2:6][CH2:5][CH:4]([CH:7]=[CH:8][C:9](=[O:24])[C:10](=[CH:15][NH:16][C:17]2[CH:22]=[CH:21][C:20]([OH:23])=[CH:19][CH:18]=2)[C:11]([O:13][CH3:14])=[O:12])[CH2:3][CH:2]=1>CN(C)C=O>[CH:1]1[CH2:6][CH2:5][CH:4]([CH:7]2[CH2:8][C:9](=[O:24])[C:10]([C:11]([O:13][CH3:14])=[O:12])=[CH:15][N:16]2[C:17]2[CH:22]=[CH:21][C:20]([OH:23])=[CH:19][CH:18]=2)[CH2:3][CH:2]=1. Reported procedure: In 20 ml of N,N-dimethylformamide was dissolved 2.0 g of methyl 5-(cyclohexen-4-yl)-2-(4-hydroxyphenylaminomethylene)-3-oxo-4-pentenoate, and they were reacted at 140° C. for 4 hours. After completion of the reaction, the solvent was removed by distillation under reduced pressure, and to the residue was added 50 ml of dioxane, after which the precipitated crystals were collected by filtration and washed with 30 ml of diethyl ether to obtain 1.4 g of methyl 6-(cyclohexen-4-yl)-1-(4-hydroxyphenyl)... As a reaction SMILES: [C:1]([CH3:2])(=[O:3])[O:4][CH2:5][c:6]1[cH:7][cH:8][cH:9][c:10]2[c:16]1[CH2:15][CH2:14][c:13]1[c:12]([cH:20][cH:19][cH:18][cH:17]1)[CH:11]2[OH:21].[Cl:22][CH2:23][Cl:24]>>[C:1]([CH3:2])(=[O:3])[O:4][CH2:5][c:6]1[cH:7][cH:8][cH:9][c:10]2[c:16]1[CH2:15][CH2:14][c:13]1[c:12]([cH:20][cH:19][cH:18][cH:17]1)[C:11]2=[O:21]. The reactants are CC(=O)OCc1cccc2c1CCc1ccccc1C2O, ClCCl. Yields the product CC(=O)OCc1cccc2c1CCc1ccccc1C2=O. The reactants are CCN(CC)C(=O)C1CN2CCC1C(=O)C2C(c1ccccc1)c1ccccc1, C[Si](C)(C)OCCO[Si](C)(C)C, C[Si](C)(C)Cl, OCCO. Product: CCN(CC)C(=O)C1CN2CCC1C1(OCCO1)C2C(c1ccccc1)c1ccccc1. As a reaction SMILES: [CH2:1]([CH3:2])[N:3]([C:4](=[O:5])[CH:6]1[CH2:7][N:8]2[CH:9]([CH:15]([c:16]3[cH:17][cH:18][cH:19][cH:20][cH:21]3)[c:22]3[cH:23][cH:24][cH:25][cH:26][cH:27]3)[C:10](=[O:14])[CH:11]1[CH2:12][CH2:13]2)[CH2:28][CH3:29].[CH3:30][Si:31]([O:32][CH2:33][CH2:34][O:37][Si:38]([CH3:39])([CH3:40])[CH3:41])([CH3:35])[CH3:36].[CH3:42][Si:43]([Cl:44])([CH3:45])[CH3:46].[OH:47][CH2:48][CH2:49][OH:50]>>[CH2:1]([CH3:2])[N:3]([C:4](=[O:5])[CH:6]1[CH2:7][N:8]2[CH:9]([CH:15]([c:16]3[cH:17][cH:18][cH:19][cH:20][cH:21]3)[c:22]3[cH:23][cH:24][cH:25][cH:26][cH:27]3)[C:10]3([CH:11]1[CH2:12][CH2:13]2)[O:14][CH2:34][CH2:33][O:32]3)[CH2:28][CH3:29]. Starting materials: B(O)(O)O (boric acid), OS(=O)(=O)O (H2SO4), CC(C)(C)C1=C(C(=CC(=C1)C=C)C(C)(C)C)O (2,6-bis(1,1-dimethylethyl)-4-ethenylphenol), C1N2CN3CN1CN(C2)C3 (hexamethylenetetramine), CC(C)(C)C1=C(C(=CC=C1)C(C)(C)C)O (2,6-bis (1,1-dimethylethyl)phenol). Solvent: C(CO)O (ethylene glycol). Run at temperature 149 celsius, time 30 minute. Product: CC(C)(C)C=1C=C(C=O)C=C(C1)C(C)(C)C (3,5-bis (1,1-dimethylethyl)benzaldehyde). RXN SMILES: B(O)(O)O.C1N2CN3CN(C2)CN1C3.[CH3:15][C:16]([C:19]1[CH:24]=[CH:23][CH:22]=[C:21]([C:25]([CH3:28])([CH3:27])[CH3:26])[C:20]=1O)([CH3:18])[CH3:17].OS(O)(=O)=O.CC(C1C=C(C=C)C=C(C(C)(C)C)[C:40]=1[OH:51])(C)C>C(O)CO>[CH3:15][C:16]([C:19]1[CH:24]=[C:23]([CH:22]=[C:21]([C:25]([CH3:28])([CH3:27])[CH3:26])[CH:20]=1)[CH:40]=[O:51])([CH3:18])[CH3:17]. Procedure: 3.5 g of boric acid was heated in 150 ml of ethylene glycol at 150° C. for 30 minutes, in a 500 cc flask equipped with a reflux condenser. 25 g of hexamethylenetetramine and 21 g of 2,6-bis (1,1-dimethylethyl)phenol were then added and the solution maintained at 148-150° C. for 15 minutes. After cooling to 125° C. at which stage the first crystals appeared, 150 ml of H2SO4 (30% 0 was added and stirring was continued for another 30 minutes. The resulting slurry was filtered and washed with warm w... Starting materials: BrC1=NC(=CC=C1)Br (2,6-dibromopyridine), C(C)(C)(C)OC(NC1CNCCC1)=O (piperidin-3-ylcarbamic acid tert-butyl ester). Product: C(C)(C)(C)OC(NC1CN(CCC1)C1=NC(=CC=C1)Br)=O ((6′-Bromo-3,4,5,6-tetrahydro-2H-1,2′-bipyridinyl-3-yl)carbamic acid tert-butyl ester). RXN SMILES: Br[C:2]1[CH:7]=[CH:6][CH:5]=[C:4]([Br:8])[N:3]=1.[C:9]([O:13][C:14](=[O:22])[NH:15][CH:16]1[CH2:21][CH2:20][CH2:19][NH:18][CH2:17]1)([CH3:12])([CH3:11])[CH3:10]>>[C:9]([O:13][C:14](=[O:22])[NH:15][CH:16]1[CH2:21][CH2:20][CH2:19][N:18]([C:2]2[CH:7]=[CH:6][CH:5]=[C:4]([Br:8])[N:3]=2)[CH2:17]1)([CH3:12])([CH3:10])[CH3:11]. Procedure: The preparation is carried out analogously starting from 1 g (4.23 mmol) of 2,6-dibromopyridine and 845 mg (4.22 mmol) of piperidin-3-ylcarbamic acid tert-butyl ester.